Dataset: the Open Reaction Database (ORD), a public repository of structured organic reaction records. Task: describe an organic reaction: reactants, conditions, products, and yield The reactants are Clc1cccc(Br)c1, C1CCOC1, CC1(C)OB(c2cccc3[nH]ccc23)OC1(C)C, CCOC(C)=O, [Na+], [OH-], [Pd]. The product is Clc1cccc(-c2cccc3[nH]ccc23)c1. RXN SMILES: [Br:19][c:20]1[cH:21][c:22]([Cl:26])[cH:23][cH:24][cH:25]1.[CH2:29]1[O:30][CH2:31][CH2:32][CH2:33]1.[CH3:1][C:2]1([CH3:3])[C:4]([CH3:5])([CH3:6])[O:7][B:8]([c:9]2[c:10]3[cH:11][cH:12][nH:13][c:14]3[cH:15][cH:16][cH:17]2)[O:18]1.[CH3:35][CH2:36][O:37][C:38](=[O:39])[CH3:40].[Na+:28].[OH-:27].[Pd:34]>>[c:9]1(-[c:20]2[cH:21][c:22]([Cl:26])[cH:23][cH:24][cH:25]2)[c:10]2[cH:11][cH:12][nH:13][c:14]2[cH:15][cH:16][cH:17]1. Yields the product CCC=CCC=CCC=CCC=CCC=CCC=CCCC(=O)NC(C)CN. The reactants are CCC=CCC=CCC=CCC=CCC=CCC=CCCC(=O)NC(C)CNC(=O)OC(C)(C)C, O=C([O-])[O-], ClCCl, O=C(O)C(F)(F)F, [Na+], [Na+]. As a reaction SMILES: [C:1]([CH2:2][CH2:3][CH:4]=[CH:5][CH2:6][CH:7]=[CH:8][CH2:9][CH:10]=[CH:11][CH2:12][CH:13]=[CH:14][CH2:15][CH:16]=[CH:17][CH2:18][CH:19]=[CH:20][CH2:21][CH3:22])(=[O:23])[NH:24][CH:25]([CH2:26][NH:27][C:28](=[O:29])[O:30][C:31]([CH3:32])([CH3:33])[CH3:34])[CH3:35].[C:43](=[O:44])([O-:45])[O-:46].[Cl:49][CH2:50][Cl:51].[F:36][C:37]([F:38])([F:39])[C:40]([OH:41])=[O:42].[Na+:47].[Na+:48]>>[C:1]([CH2:2][CH2:3][CH:4]=[CH:5][CH2:6][CH:7]=[CH:8][CH2:9][CH:10]=[CH:11][CH2:12][CH:13]=[CH:14][CH2:15][CH:16]=[CH:17][CH2:18][CH:19]=[CH:20][CH2:21][CH3:22])(=[O:23])[NH:24][CH:25]([CH2:26][NH2:27])[CH3:35]. Starting materials: C(C)(C)(C)OC(CN(CC(=O)OC(C)(C)C)S(=O)(=O)C1=CC=C(C=C1)OC1=CC=CC=C1)=O ({[4-Phenoxy-benzenesulphonyl]-tert-butoxycarbonylmethyl-amino}-aceticacid tert-butyl ester), BrC1=CC=C(OC2=CC=C(C=C2)S(=O)(=O)Cl)C=C1 (4-(4-Bromo-phenoxy)-benzenesulphonyl chloride). The product is C(C)(C)(C)OC(CN(CC(=O)OC(C)(C)C)S(=O)(=O)C1=CC=C(C=C1)OC1=CC=C(C=C1)Br)=O ({[4-(4-Bromophenoxy)-benzenesulphonyl]-tert-butoxycarbonylmethyl-amino}-aceticacid tert-butyl ester). As a reaction SMILES: [C:1]([O:5][C:6](=[O:33])[CH2:7][N:8]([S:17]([C:20]1[CH:25]=[CH:24][C:23]([O:26][C:27]2[CH:32]=[CH:31][CH:30]=[CH:29][CH:28]=2)=[CH:22][CH:21]=1)(=[O:19])=[O:18])[CH2:9][C:10]([O:12][C:13]([CH3:16])([CH3:15])[CH3:14])=[O:11])([CH3:4])([CH3:3])[CH3:2].[Br:34]C1C=CC(OC2C=CC(S(Cl)(=O)=O)=CC=2)=CC=1>>[C:1]([O:5][C:6](=[O:33])[CH2:7][N:8]([S:17]([C:20]1[CH:25]=[CH:24][C:23]([O:26][C:27]2[CH:32]=[CH:31][C:30]([Br:34])=[CH:29][CH:28]=2)=[CH:22][CH:21]=1)(=[O:19])=[O:18])[CH2:9][C:10]([O:12][C:13]([CH3:16])([CH3:15])[CH3:14])=[O:11])([CH3:2])([CH3:3])[CH3:4]. Procedure details: Compound 4d was prepared similar to the procedure described for 4a using 4-(4-bromophenoxy)-benzenesulphonyl chloride (3d) (3.00 g, 8.63 mmol). Yield: 4.13 g, 7.42 mmol, 86% (light yellow solid). 1H NMR (DMSO-d6): δ 7.70 (d, J=8.2 Hz, 2H, ArH), 7.52 (d, J=8.8 Hz, 2H, ArH), 7.01 (d, 3J=8.8 Hz, 2H, ArH), 6.67 (d, 3J=8.9 Hz, 2H, ArH) 4.05 (s, 4H, 2×CH2CO2 tBu), 1.46 (s, 18H, 2×CO2tBu).